From a dataset of the Open Reaction Database (ORD), a public repository of structured organic reaction records. describe an organic reaction: reactants, conditions, products, and yield The reactants are O=C1NC2=C(C=CC=C2C1)NC1=CC=C(C=C1)Cl (2-oxo-7-(4-chloroanilino)indoline), [OH-].[Na+] (sodium hydroxide), O1CCOCC1 (dioxane). Solvent: O (water). The product is NC1=C(C=CC=C1NC1=CC=C(C=C1)Cl)CC(=O)O (2-[2-amino-3-(4-chloroanilino)phenyl]acetic acid). Reaction SMILES: [O:1]=[C:2]1[CH2:10][C:9]2[C:4](=[C:5]([NH:11][C:12]3[CH:17]=[CH:16][C:15]([Cl:18])=[CH:14][CH:13]=3)[CH:6]=[CH:7][CH:8]=2)[NH:3]1.[OH-].[Na+].[O:21]1CCOCC1>O>[NH2:3][C:4]1[C:5]([NH:11][C:12]2[CH:17]=[CH:16][C:15]([Cl:18])=[CH:14][CH:13]=2)=[CH:6][CH:7]=[CH:8][C:9]=1[CH2:10][C:2]([OH:21])=[O:1] |f:1.2|. Procedure: A mixture of 2-oxo-7-(4-chloroanilino)indoline (3.2 g.), sodium hydroxide (1.2 g.), dioxane (20 ml.) and water (40 ml.) was refluxed under heating for 118 hours with stirring. After cooling, the reaction mixture was filtered and the filtrate was evaporated under reduced pressure. The residue was dissolved in water and washed with ethyl acetate, adjusted to pH 2 to 3 with 5% sulfuric acid and extracted with ethyl acetate. The extract was washed with water, dried over magnesium sulfate and concent... RXN SMILES: [CH3:26][CH2:27][OH:28].[ClH:1].[H:24][H:25].[NH2:2][CH2:3][C:4]1=[CH:5][CH:6]([CH:18]2[CH2:19][CH2:20][CH2:21][CH2:22][CH2:23]2)[CH2:7][c:8]2[c:9]([O:16][CH3:17])[c:10]([O:14][CH3:15])[cH:11][cH:12][c:13]21>>[ClH:1].[NH2:2][CH2:3][CH:4]1[CH2:5][CH:6]([CH:18]2[CH2:19][CH2:20][CH2:21][CH2:22][CH2:23]2)[CH2:7][c:8]2[c:9]([O:16][CH3:17])[c:10]([O:14][CH3:15])[cH:11][cH:12][c:13]21. Starting materials: CCO, Cl, [H][H], COc1ccc2c(c1OC)CC(C1CCCCC1)C=C2CN. Yields the product Cl, COc1ccc2c(c1OC)CC(C1CCCCC1)CC2CN. Starting materials: CC#N (MeCN), FC(C(=O)O)(F)F.CC1=NN=C2N1C1=C(C=C2)N(C(=C1)C)CC=1C=C(C(=O)N)C=CC1 (3-((1,7-dimethyl-6H-pyrrolo[2,3-e][1,2,4]triazolo[4,3-a]pyridin-6-yl)methyl)benzamide, trifluoroacetate salt), Cl.NO (hydroxylamine HCl), C(C)(C)N(CC)C(C)C (diisopropylethylamine). Run in C(Cl)Cl (DCM). Conditions: time 8 hour. Yields the product FC(C(=O)O)(F)F.CC1=NN=C2N1C1=C(C=C2)N(C(=C1)C)CC=1C=C(C(=O)NO)C=CC1 (3-[(1,7-dimethyl-6H-pyrrolo[2,3-e][1,2,4]triazolo[4,3-a]pyridin-6-yl)methyl]-N-hydroxybenzamide trifluoroacetate salt). RXN SMILES: [F:1][C:2]([F:7])([F:6])[C:3]([OH:5])=[O:4].[CH3:8][C:9]1[N:13]2[C:14]3[CH:20]=[C:19]([CH3:21])[N:18]([CH2:22][C:23]4[CH:24]=[C:25]([CH:29]=[CH:30][CH:31]=4)[C:26](N)=[O:27])[C:15]=3[CH:16]=[CH:17][C:12]2=[N:11][N:10]=1.Cl.[NH2:33][OH:34].C(N(C(C)C)CC)(C)C.CC#N>C(Cl)Cl>[F:1][C:2]([F:7])([F:6])[C:3]([OH:5])=[O:4].[CH3:8][C:9]1[N:13]2[C:14]3[CH:20]=[C:19]([CH3:21])[N:18]([CH2:22][C:23]4[CH:24]=[C:25]([CH:29]=[CH:30][CH:31]=4)[C:26]([NH:33][OH:34])=[O:27])[C:15]=3[CH:16]=[CH:17][C:12]2=[N:11][N:10]=1 |f:0.1,2.3,7.8|. Procedure: One-third portion of the crude acid chloride (0.077 mmol) from Example 30, Step 2 was added to a solution of hydroxylamine HCl (0.048 g, 0.69 mmol, Aldrich) and diisopropylethylamine (0.12 mL, 0.69 mmol) in DCM (1 mL). MeCN (1 mL) was added and the reaction was stirred overnight. DCM was removed in vacuo and the reaction mixture was diluted with MeOH, filtered and purified by preparative HPLC-MS (Waters SunFire C18, eluting with a gradient of MeCN/H2O containing 0.1% TFA) (10 mg, 29%). The reactants are NC(=O)N (urea), N1CCCC2=CC=CC(=C12)N (1,2,3,4-tetrahydroquinolin-8-amine), O (water). Run in CCOCC (ether). Conditions: temperature 180 celsius, time 2 hour. Yields the product N1C(N2CCCC3=CC=CC1=C23)=O (5,6-Dihydro-4H-imidazo[4,5,1-ij]quinol-2(1H)-one). Isolated yield 50.5%. RXN SMILES: [NH2:1][C:2]([NH2:4])=[O:3].N1[C:14]2[C:9](=[CH:10][CH:11]=[CH:12][C:13]=2N)[CH2:8][CH2:7][CH2:6]1.O>CCOCC>[NH:1]1[C:13]2=[C:14]3[C:9](=[CH:10][CH:11]=[CH:12]2)[CH2:8][CH2:7][CH2:6][N:4]3[C:2]1=[O:3]. Reported procedure: 13 g (0.216 mol) of urea are added to 32 g (0.216 mol) of 1,2,3,4-tetrahydroquinolin-8-amine and the mixture is heated for 3 hours at 180° C. Boiling water is added, the reaction mixture is allowed to cool, ether is added and the mixture is stirred for 2 hours. The reaction mixture is then filtered, the precipitate is sucked dry, washed successively with water and ether and dried under vacuum. There are obtained 19 g of product which is recrystallized from isopropanol. The residue is purified by... The reactants are FC(C1CO1)(F)F (1,1,1-trifluoro-2,3-epoxypropane), C(CCC)[Li] (n-butyl lithium), C(C)OCC (diethyl ether), ClC1=C(C(=C(C(=O)N(C)OC)C=C1)OC)F (4-chloro-3-fluoro-2, N-dimethoxy-N-methylbenzamid). Solvent: C1CCOC1 (THF), CCCCCC (hexane), CCCCCC (hexane), C1CCOC1 (THF). Reaction conditions: time 3 hour. The product is ClC1=C(C(=C(C=C1)C(=O)C1(OC1)C(F)(F)F)OC)F ((4-chloro-3-fluoro-2-methoxyphenyl)[2-(trifluoromethyl)oxiranyl]methanone). Yield: 83.0%. Reaction SMILES: [F:1][C:2]([F:7])([F:6])[CH:3]1[O:5][CH2:4]1.C([Li])CCC.[Cl:13][C:14]1[CH:25]=[CH:24][C:17]([C:18](N(OC)C)=[O:19])=[C:16]([O:26][CH3:27])[C:15]=1[F:28].C(OCC)C>C1COCC1.CCCCCC>[Cl:13][C:14]1[CH:25]=[CH:24][C:17]([C:18]([C:3]2([C:2]([F:7])([F:6])[F:1])[CH2:4][O:5]2)=[O:19])=[C:16]([O:26][CH3:27])[C:15]=1[F:28]. Procedure details: 0.44 ml (5.1 mmol) 1,1,1-trifluoro-2,3-epoxypropane in 7.5 ml THF and 2.2 ml hexane are cooled to −100° C. and 2.03 ml of a 2.5 M n-butyl lithium solution (5.1 mmol) in hexane are added over 15 minutes while the temperature does not exceed −95° C. 10 minutes after complete addition 0.57 g (2.3 mmol) 4-chloro-3-fluoro-2, N-dimethoxy-N-methylbenzamid in 10 ml THF are added over 15 minutes while the temperature does not exceed −95° C. After 3 hours at −100° C. 2.3 ml diethyl ether is added and the ... Reaction conditions: temperature 190 celsius. Reaction SMILES: [C:1]([CH2:3][CH2:4][C:5]1[CH:10]=[CH:9][N:8]=[CH:7][CH:6]=1)#N.C1(C)C=CC(S(O)(=O)=O)=CC=1.[CH2:22]([NH:24][CH2:25][CH2:26][NH2:27])[CH3:23].[O-]CC.[Na+]>C(O)C>[CH2:22]([N:24]1[CH2:25][CH2:26][N:27]=[C:1]1[CH2:3][CH2:4][C:5]1[CH:10]=[CH:9][N:8]=[CH:7][CH:6]=1)[CH3:23] |f:1.2,3.4|. Procedure: A mixture of 4-(2-cyanoethyl)pyridine (1.32 g, 0.01M) and N-ethyl-1,2-diaminoethane mono-p-toluenesulfonate (5.5 g, 0.02M) were heated at 190° C. for 4 hrs under nitrogen. The reaction mixture was dissolved in ethanol (30 ml) and sodium ethoxide (0.02M) in ethanol (50 ml) was added. The mixture was filtered and the filtrate was stripped to dryness and distilled at 130° C./0.2 mmHg to yield 4-[2-(1-ethyl-4,5-dihydro-imidazol-2-yl)ethyl]-pyridine (1.2 g, 60% yield). The yield is 59.1%. The reactants are C(#N)CCC1=CC=NC=C1 (4-(2-cyanoethyl)pyridine), C1(=CC=C(C=C1)S(=O)(=O)O)C.C(C)NCCN (N-ethyl-1,2-diaminoethane mono-p-toluenesulfonate), [O-]CC.[Na+] (sodium ethoxide). Solvent: C(C)O (ethanol), C(C)O (ethanol). Product: C(C)N1C(=NCC1)CCC1=CC=NC=C1 (4-[2-(1-ethyl-4,5-dihydro-imidazol-2-yl)ethyl]-pyridine). Starting materials: O[C@@H]1CN(CC[C@H]1OC1=CC=CC=C1)C(=O)OCC1=CC=CC=C1 (trans-3-hydroxy-4-phenoxy-1-carbobenzyloxy-piperidine), FC(C(=O)O)(F)F (trifluoroacetic acid), C(C(=O)O)(=O)O (oxalic acid), C1(CCCCC1)N=C=NC1CCCCC1 (dicyclohexylcarbodiimide), N1=CC=CC=C1 (pyridine). Run in O (water), CO (methanol), CS(=O)C (dimethylsulphoxide). Run at time 4 hour. Product: O(C1=CC=CC=C1)C1C(CN(CC1)C(=O)OCC1=CC=CC=C1)=O (4-Phenoxy-1-carbobenzyloxy-3-piperidone). As a reaction SMILES: [OH:1][C@H:2]1[C@H:7]([O:8][C:9]2[CH:14]=[CH:13][CH:12]=[CH:11][CH:10]=2)[CH2:6][CH2:5][N:4]([C:15]([O:17][CH2:18][C:19]2[CH:24]=[CH:23][CH:22]=[CH:21][CH:20]=2)=[O:16])[CH2:3]1.C1(N=C=NC2CCCCC2)CCCCC1.N1C=CC=CC=1.FC(F)(F)C(O)=O.C(O)(=O)C(O)=O>CS(C)=O.CO.O>[O:8]([CH:7]1[CH2:6][CH2:5][N:4]([C:15]([O:17][CH2:18][C:19]2[CH:20]=[CH:21][CH:22]=[CH:23][CH:24]=2)=[O:16])[CH2:3][C:2]1=[O:1])[C:9]1[CH:10]=[CH:11][CH:12]=[CH:13][CH:14]=1. Procedure: 15.0 g (0.045 mol) of the trans-3-hydroxy-4-phenoxy-1-carbobenzyloxy-piperidine described in Example 14 are dissolved, together with 28.34 g (0.13 mol) of dicyclohexylcarbodiimide and 3.7 ml (0.045 mol) of pyridine, in 80 ml of dry dimethylsulphoxide. The mixture is cooled to 0° with an ice-water bath and treated with 2.6 g (0.023 mol) of trifluoroacetic acid. The cooling bath is removed again and the reaction mixture is stirred for a further 4 hours at room temperature in a nitrogen atmosphere.... The reactants are ClCC=1OC(=CN1)C1(OCCO1)C (2-chloromethyl-5-(2-methyl-[1,3]dioxolan-2-yl)-oxazole), [N+](=O)([O-])C1=CC=NN1 (5-nitro-1H-pyrazole), [Br-] (bromide), C(=O)([O-])[O-].[K+].[K+] (K2CO3). Solvent: CC(=O)C (acetone). Yields the product CC1(OCCO1)C1=CN=C(O1)CN1N=C(C=C1)[N+](=O)[O-] (5-(2-Methyl-[1,3]dioxolan-2-yl)-2-(3-nitro-pyrazol-1-ylmethyl)-oxazole). RXN SMILES: Cl[CH2:2][C:3]1[O:4][C:5]([C:8]2([CH3:13])[O:12][CH2:11][CH2:10][O:9]2)=[CH:6][N:7]=1.[N+:14]([C:17]1[NH:21][N:20]=[CH:19][CH:18]=1)([O-:16])=[O:15].[Br-].C([O-])([O-])=O.[K+].[K+]>CC(C)=O>[CH3:13][C:8]1([C:5]2[O:4][C:3]([CH2:2][N:20]3[CH:19]=[CH:18][C:17]([N+:14]([O-:16])=[O:15])=[N:21]3)=[N:7][CH:6]=2)[O:12][CH2:11][CH2:10][O:9]1 |f:3.4.5|. Procedure: In a flame dried round-bottomed flask equipped with a magnetic stir bar and under inert atmosphere (N2), a solution of [5-(2-methyl-[1,3]dioxolan-2-yl)-oxazol-2-yl]-methanol (35 mg, 0.19 mmol) in dry CH2Cl2 (1.0 mL) was treated at 0° C. with Et3N (0.03 mL, 0.25 mmol) followed by DMAP (2.3 mg, 0.02 mmol) and Ms-Cl (0.02 mL, 0.23 mmol). After stirring at rt for 30 min, the reaction mixture was quenched with water (10 mL), extracted with CH2Cl2 (10 mL) and the combined org. extracts were dried over... Reactants: O=C([O-])[O-], CC(C)(CN(C(=O)CBr)c1ccccc1)NC(=O)OC(C)(C)C, CN(C)C=O, [Cs+], [Cs+], O. The product is CC(C)(C)OC(=O)N1CC(=O)N(c2ccccc2)CC1(C)C. As a reaction SMILES: [C:1](=[O:2])([O-:3])[O-:4].[C:7]([CH3:8])([CH3:9])([CH3:10])[O:11][C:12]([NH:13][C:14]([CH2:15][N:16]([c:17]1[cH:18][cH:19][cH:20][cH:21][cH:22]1)[C:23]([CH2:24][Br:25])=[O:26])([CH3:27])[CH3:28])=[O:29].[CH3:31][N:32]([CH3:33])[CH:34]=[O:35].[Cs+:5].[Cs+:6].[OH2:30]>>[C:7]([CH3:8])([CH3:9])([CH3:10])[O:11][C:12]([N:13]1[C:14]([CH3:27])([CH3:28])[CH2:15][N:16]([c:17]2[cH:18][cH:19][cH:20][cH:21][cH:22]2)[C:23](=[O:26])[CH2:24]1)=[O:29].